Dataset: the Open Reaction Database (ORD), a public repository of structured organic reaction records. Task: describe an organic reaction: reactants, conditions, products, and yield The reactants are O=C([O-])[O-], CC(=O)Nc1ccc(O)c(C(C)=O)c1, CI, CN(C)C=O, [K+], [K+]. Product: COc1ccc(NC(C)=O)cc1C(C)=O. RXN SMILES: [C:17](=[O:18])([O-:19])[O-:20].[C:3]([CH3:4])(=[O:5])[c:6]1[cH:7][c:8]([NH:13][C:14]([CH3:15])=[O:16])[cH:9][cH:10][c:11]1[OH:12].[CH3:1][I:2].[CH3:23][N:24]([CH3:25])[CH:26]=[O:27].[K+:21].[K+:22]>>[C:3]([CH3:4])(=[O:5])[c:6]1[cH:7][c:8]([NH:13][C:14]([CH3:15])=[O:16])[cH:9][cH:10][c:11]1[O:12][CH3:17].